This data is from the Open Reaction Database (ORD), a public repository of structured organic reaction records. The task is: describe an organic reaction: reactants, conditions, products, and yield Reactants: COC(C)OCOc1cc2ccc(-c3ccc(C(=O)O)cc3)cc2cc1C12CC3CC(CC(C3)C1)C2, [H-], CCCI, [Na+], CN(C)C=O, O. The product is CCCOC(=O)c1ccc(-c2ccc3cc(OCOC(C)OC)c(C45CC6CC(CC(C6)C4)C5)cc3c2)cc1. RXN SMILES: [C:1]12([c:11]3[c:12]([O:30][CH2:31][O:32][CH:33]([CH3:34])[O:35][CH3:36])[cH:13][c:14]4[cH:15][cH:16][c:17](-[c:21]5[cH:22][cH:23][c:24]([C:25](=[O:26])[OH:27])[cH:28][cH:29]5)[cH:18][c:19]4[cH:20]3)[CH2:2][CH:3]3[CH2:4][CH:5]([CH2:6][CH:7]([CH2:8]1)[CH2:9]3)[CH2:10]2.[H-:42].[I:44][CH2:45][CH2:46][CH3:47].[Na+:43].[O:37]=[CH:38][N:39]([CH3:40])[CH3:41].[OH2:48]>>[C:1]12([c:11]3[c:12]([O:30][CH2:31][O:32][CH:33]([CH3:34])[O:35][CH3:36])[cH:13][c:14]4[cH:15][cH:16][c:17](-[c:21]5[cH:22][cH:23][c:24]([C:25](=[O:26])[O:27][CH2:45][CH2:46][CH3:47])[cH:28][cH:29]5)[cH:18][c:19]4[cH:20]3)[CH2:2][CH:3]3[CH2:4][CH:5]([CH2:6][CH:7]([CH2:8]1)[CH2:9]3)[CH2:10]2. Procedure details: To an argon-flushed flask containing 2.32 g (8 mmol) of 4'-hydroxy-4-biphenylyl benzoate and 1.25 eq of triphenylphosphine in 200 ml of dry THF was added a solution of 1.052 g (8.08 mmol) of (R)-2-octanol dissolved in 15 ml of dry THF via syringe. Then 1.2 eq of diethyl azodicarboxylate in 30 ml of dry THF was added dropwise over 30 min. The reaction mixture was stirred at room temperature for 20 h and then 5 drops of water was added and stirring was continued for an additional 1 h. The solvent ... As a reaction SMILES: [C:1]([O:9][C:10]1[CH:15]=[CH:14][C:13]([C:16]2[CH:21]=[CH:20][C:19]([OH:22])=[CH:18][CH:17]=2)=[CH:12][CH:11]=1)(=[O:8])[C:2]1[CH:7]=[CH:6][CH:5]=[CH:4][CH:3]=1.C1(P(C2C=CC=CC=2)C2C=CC=CC=2)C=CC=CC=1.[CH3:42][C@@H:43](O)[CH2:44][CH2:45][CH2:46][CH2:47][CH2:48][CH3:49].N(C(OCC)=O)=NC(OCC)=O>C1COCC1.O>[C:1]([O:9][C:10]1[CH:15]=[CH:14][C:13]([C:16]2[CH:17]=[CH:18][C:19]([O:22][C@@H:43]([CH3:42])[CH2:44][CH2:45][CH2:46][CH2:47][CH2:48][CH3:49])=[CH:20][CH:21]=2)=[CH:12][CH:11]=1)(=[O:8])[C:2]1[CH:3]=[CH:4][CH:5]=[CH:6][CH:7]=1. Isolated yield 75.2%. Run at time 20 hour. The reagents and catalysts are O (water). The reactants are C[C@H](CCCCCC)O ((R)-2-octanol), N(=NC(=O)OCC)C(=O)OCC (diethyl azodicarboxylate), C(C1=CC=CC=C1)(=O)OC1=CC=C(C=C1)C1=CC=C(C=C1)O (4'-hydroxy-4-biphenylyl benzoate), C1(=CC=CC=C1)P(C1=CC=CC=C1)C1=CC=CC=C1 (triphenylphosphine). Run in C1CCOC1 (THF), C1CCOC1 (THF), C1CCOC1 (THF). The product is C(C1=CC=CC=C1)(=O)OC1=CC=C(C=C1)C1=CC=C(C=C1)O[C@H](CCCCCC)C ((S)-4'-(1-methylheptyloxy)-4-biphenylyl benzoate).